From a dataset of the Open Reaction Database (ORD), a public repository of structured organic reaction records. describe an organic reaction: reactants, conditions, products, and yield Reactants: COC1=CC(=NC=C1)CCC1=NC=2C(=NC=C(C2)I)N1 (2-[2-(4-methoxypyridin-2-yl)ethyl]-6iodo-3H-imidazo[4,5-b]pyridine), COC1=CC(=NC=C1)CCC1=NC=2C(=NC=C(C2)I)N1 (2-[2-(4-methoxypyridin-2-yl)ethyl]-6iodo-3H-imidazo[4,5-b]pyridine), C([O-])([O-])=O.[K+].[K+] (potassium carbonate), [Cl-].[Li+] (lithium chloride), BrC1=CC=C(C=C1)S(=O)(=O)N1CCN(CC1)CC1=CC=CC=C1 (1-(4-bromo-benzene-sulfonyl)-4-benzyl-piperazine), bis-(pinacolato)-diboron, [1,1′-bis(diphenyl-phosphino)ferrocene]palladium-dichloride, C(C)(=O)[O-].[K+] (potassium acetate). The reagents and catalysts are [Pd].C1(=CC=CC=C1)P(C1=CC=CC=C1)C1=CC=CC=C1.C1(=CC=CC=C1)P(C1=CC=CC=C1)C1=CC=CC=C1.C1(=CC=CC=C1)P(C1=CC=CC=C1)C1=CC=CC=C1.C1(=CC=CC=C1)P(C1=CC=CC=C1)C1=CC=CC=C1 (tetrakis(triphenylphosphine)-palladium(0)), C1(=CC=CC=C1)P([C-]1C=CC=C1)C1=CC=CC=C1.[C-]1(C=CC=C1)P(C1=CC=CC=C1)C1=CC=CC=C1.[Fe+2] (1,1′-bis-(diphenylphosphino)-ferrocene). The solvent is O (water), O (water), O1CCOCC1 (dioxane), O1CCOCC1 (dioxane). Run at temperature 90 celsius. Product: COC1=CC(=NC=C1)CCC1=NC=2C(=NC=C(C2)C2=CC=C(C=C2)S(=O)(=O)N2CCN(CC2)CC2=CC=CC=C2)N1 (2-[2-(4-Methoxypyridin-2-yl)ethyl]-6-[4-(4-benzylpiperazin-1-yl-sulfonyl)-phenyl]-3H-imidazo-[4,5-b]pyridine). The yield is 23.1%. As a reaction SMILES: Br[C:2]1[CH:7]=[CH:6][C:5]([S:8]([N:11]2[CH2:16][CH2:15][N:14]([CH2:17][C:18]3[CH:23]=[CH:22][CH:21]=[CH:20][CH:19]=3)[CH2:13][CH2:12]2)(=[O:10])=[O:9])=[CH:4][CH:3]=1.C([O-])(=O)C.[K+].[CH3:29][O:30][C:31]1[CH:36]=[CH:35][N:34]=[C:33]([CH2:37][CH2:38][C:39]2[NH:48][C:42]3=[N:43][CH:44]=[C:45](I)[CH:46]=[C:41]3[N:40]=2)[CH:32]=1.C(=O)([O-])[O-].[K+].[K+].[Cl-].[Li+]>O1CCOCC1.O.C1(P(C2C=CC=CC=2)[C-]2C=CC=C2)C=CC=CC=1.[C-]1(P(C2C=CC=CC=2)C2C=CC=CC=2)C=CC=C1.[Fe+2].[Pd].C1(P(C2C=CC=CC=2)C2C=CC=CC=2)C=CC=CC=1.C1(P(C2C=CC=CC=2)C2C=CC=CC=2)C=CC=CC=1.C1(P(C2C=CC=CC=2)C2C=CC=CC=2)C=CC=CC=1.C1(P(C2C=CC=CC=2)C2C=CC=CC=2)C=CC=CC=1>[CH3:29][O:30][C:31]1[CH:36]=[CH:35][N:34]=[C:33]([CH2:37][CH2:38][C:39]2[NH:48][C:42]3=[N:43][CH:44]=[C:45]([C:2]4[CH:3]=[CH:4][C:5]([S:8]([N:11]5[CH2:12][CH2:13][N:14]([CH2:17][C:18]6[CH:19]=[CH:20][CH:21]=[CH:22][CH:23]=6)[CH2:15][CH2:16]5)(=[O:9])=[O:10])=[CH:6][CH:7]=4)[CH:46]=[C:41]3[N:40]=2)[CH:32]=1 |f:1.2,4.5.6,7.8,11.12.13,14.15.16.17.18|. Procedure: A mixture of 0.593 g of 1-(4-bromo-benzene-sulfonyl)-4-benzyl-piperazine, 0.42 g of bis-(pinacolato)-diboron, 0.025 g of 1,1′-bis-(diphenylphosphino)-ferrocene, 0.033 g of [1,1′-bis(diphenyl-phosphino)ferrocene]palladium-dichloride (complex with CH2Cl2), 0.442 g of potassium acetate in 8 ml of degassed dioxane are heated to 90° C. in a sealed tube under N2for 16 hours. To the resulting mixture 4 ml of degassed dioxane, 0.371 g of 2-[2-(4-methoxypyridin-2-yl)ethyl]-iodo-3H-imidazo[4,5b]pyridine (... Reactants: CNc1ccc(N(C)c2nc(C)nc3ccc([N+](=O)[O-])cc23)cc1, CNc1ccc(NC)cc1, Cc1nc(Cl)c2cc([N+](=O)[O-])ccc2n1, Cl. Yields the product CNc1ccc(N(C)c2nc(C)nc3ccc(N)cc23)cc1. RXN SMILES: [CH3:1][N:2]([c:3]1[cH:4][cH:5][c:6]([NH:9][CH3:10])[cH:7][cH:8]1)[c:11]1[n:12][c:13]([CH3:24])[n:14][c:15]2[cH:16][cH:17][c:18]([N+:21]([O-:22])=[O:23])[cH:19][c:20]12.[CH3:41][NH:42][c:43]1[cH:44][cH:45][c:46]([NH:47][CH3:48])[cH:49][cH:50]1.[Cl:25][c:26]1[c:27]2[c:28]([cH:29][cH:30][c:31]([N+:32]([O-:33])=[O:34])[cH:35]2)[n:36][c:37]([CH3:38])[n:39]1.[ClH:40]>>[CH3:1][N:2]([c:3]1[cH:4][cH:5][c:6]([NH:9][CH3:10])[cH:7][cH:8]1)[c:11]1[n:12][c:13]([CH3:24])[n:14][c:15]2[cH:16][cH:17][c:18]([NH2:21])[cH:19][c:20]12.